This data is from the Open Reaction Database (ORD), a public repository of structured organic reaction records. The task is: describe an organic reaction: reactants, conditions, products, and yield Reactants: N1=C(C=CC2=CC=CC=C12)/C=C/C(=O)OCC ((E)-Ethyl 3-(2-quinolinyl)propenoate), CC(C)C[AlH]CC(C)C (DIBAL). The solvent is C1CCOC1 (THF). Conditions: time 10 minute. Yields the product N1=C(C=CC2=CC=CC=C12)/C=C/CO ((E)-3-(2-quinolinyl)-2-propen-1-ol). The yield is 78.1%. Reaction SMILES: [N:1]1[C:10]2[C:5](=[CH:6][CH:7]=[CH:8][CH:9]=2)[CH:4]=[CH:3][C:2]=1/[CH:11]=[CH:12]/[C:13](OCC)=[O:14].CC(C[AlH]CC(C)C)C>C1COCC1>[N:1]1[C:10]2[C:5](=[CH:6][CH:7]=[CH:8][CH:9]=2)[CH:4]=[CH:3][C:2]=1/[CH:11]=[CH:12]/[CH2:13][OH:14]. Reported procedure: To a solution of (E)-ethyl 3-(2-quinolinyl)-propenoate from Step 1 (2.13 g, 9.40 mmol) in THF (20 ml) at -78° C. was added dropwise a solution of DIBAL (1M in hexane) (3.5 eq). After 10 mins at -78° C., the reaction was quenched with 10 ml of 1M solution of Na+ /K+ tartrate and the mixture was allowed to warm to r.t. It was then processed in the usual manner with EtOAc and H2O. The residue was swished with EtOAc/hexane (1:2) to afford 1.36 g of the title alcohol. The reactants are NC1=C(C(=NC(=C1F)NN)C#N)Cl (4-amino-3-chloro-5-fluoro-6-hydrazinylpicolinonitrile), S(=O)(=O)(Cl)Cl (sulfuryl chloride). The solvent is C(Cl)Cl (CH2Cl2). Reaction conditions: time 40 hour. The product is NC1=C(C(=NC(=C1F)Cl)C#N)Cl (4-Amino-3,6-dichloro-5-fluoropicolinonitrile). Isolated yield 76.0%. Reaction SMILES: [NH2:1][C:2]1[C:7]([F:8])=[C:6](NN)[N:5]=[C:4]([C:11]#[N:12])[C:3]=1[Cl:13].S(Cl)([Cl:17])(=O)=O>C(Cl)Cl>[NH2:1][C:2]1[C:7]([F:8])=[C:6]([Cl:17])[N:5]=[C:4]([C:11]#[N:12])[C:3]=1[Cl:13]. Procedure: To a suspension of 4-amino-3-chloro-5-fluoro-6-hydrazinylpicolinonitrile (9.04 g, 44.8 mmol) in CH2Cl2 (150 mL) was added sulfuryl chloride (7.20 mL, 89 mmol). The mixture was stirred at room temperature for 40 h. The solvent was removed under reduced pressure, and the residue was partitioned with saturated aqueous sodium bicarbonate (NaHCO3) and EtOAc. The organic phase was separated, dried over Na2SO4, and filtered. The solution was concentrated and the residue was purified by silica gel chrom... Reactants: CC(C)(C)[Si](C)(C)OCCc1ccc(F)cc1, C1CCOC1, CC1(C)CCCC(C)(C)N1, Cl, [Li]CCCC, CN(C)C=O. Yields the product CC(C)(C)[Si](C)(C)OCCc1ccc(F)c(C=O)c1. RXN SMILES: [C:16]([CH3:17])([CH3:18])([CH3:19])[Si:20]([CH3:21])([CH3:22])[O:23][CH2:24][CH2:25][c:26]1[cH:27][cH:28][c:29]([F:32])[cH:30][cH:31]1.[CH2:34]1[CH2:36][CH2:35][CH2:37][O:38]1.[CH3:1][C:2]1([CH3:3])[CH2:4][CH2:5][CH2:6][C:7]([CH3:8])([CH3:9])[NH:10]1.[ClH:33].[Li:11][CH2:12][CH2:13][CH2:14][CH3:15].[O:39]=[CH:40][N:41]([CH3:42])[CH3:43]>>[C:16]([CH3:17])([CH3:18])([CH3:19])[Si:20]([CH3:21])([CH3:22])[O:23][CH2:24][CH2:25][c:26]1[cH:27][c:28]([CH:37]=[O:38])[c:29]([F:32])[cH:30][cH:31]1. Starting materials: OC1CCN(CC1)CC1=CC=C(O1)C(=O)N1CCCCC1 (1-[5-(4-hydroxypiperidinomethyl)-2-furancarbonyl]piperidine), CS(=O)(=O)Cl (methanesulfonyl chloride), CO (methanol). Solvent: N1=CC=CC=C1 (pyridine). Reaction conditions: temperature 0 celsius, time 4.5 hour. Yields the product S(=O)(=O)(C)OC1CCN(CC1)CC1=CC=C(O1)C(=O)N1CCCCC1 (1-[5-(4-mesyloxypiperidinomethyl)-2-furancarbonyl]piperidine). The yield is 91.8%. As a reaction SMILES: [OH:1][CH:2]1[CH2:7][CH2:6][N:5]([CH2:8][C:9]2[O:13][C:12]([C:14]([N:16]3[CH2:21][CH2:20][CH2:19][CH2:18][CH2:17]3)=[O:15])=[CH:11][CH:10]=2)[CH2:4][CH2:3]1.[CH3:22][S:23](Cl)(=[O:25])=[O:24].CO>N1C=CC=CC=1>[S:23]([O:1][CH:2]1[CH2:7][CH2:6][N:5]([CH2:8][C:9]2[O:13][C:12]([C:14]([N:16]3[CH2:17][CH2:18][CH2:19][CH2:20][CH2:21]3)=[O:15])=[CH:11][CH:10]=2)[CH2:4][CH2:3]1)([CH3:22])(=[O:25])=[O:24]. Procedure: In 70 ml of pyridine was dissolved 3.47 g (11.88 mmol) of Compound t and with ice-cooling, 1.9 ml (23.77 mmol) of methanesulfonyl chloride was added dropwise. The mixture was stirred at 0° C. for 4.5 hours and, after addition of 5 ml of methanol, stirred at room temperature for 30 minutes. The solvent was then distilled off under reduced pressure and the residue was dissolved in 100 ml of methylene chloride. This solution was washed with 3 portions of saturated aqueous sodium chloride solution. ... Yields the product O1COC2=C1C=CC=C2N2CCN(CC2)CC[C@@H]2CC[C@H](CC2)NC(C[C@H]2C[C@@H](CC2)OC)=O (Trans-N-{4-[2-(4-Benzo[1,3]dioxol-4-yl-piperazin-1-yl)-ethyl]-cyclohexyl}-2-((1R,3R)-3-methoxy-cyclopentyl)-acetamide). As a reaction SMILES: Cl.Cl.Cl.[O:4]1[C:8]2[CH:9]=[CH:10][CH:11]=[C:12]([N:13]3[CH2:18][CH2:17][N:16]([CH2:19][CH2:20][C@H:21]4[CH2:26][CH2:25][C@H:24]([NH2:27])[CH2:23][CH2:22]4)[CH2:15][CH2:14]3)[C:7]=2[O:6][CH2:5]1.[CH3:28][O:29][C@@H:30]1[CH2:34][CH2:33][C@@H:32]([CH2:35][C:36](OC)=[O:37])[CH2:31]1>>[O:4]1[C:8]2[CH:9]=[CH:10][CH:11]=[C:12]([N:13]3[CH2:18][CH2:17][N:16]([CH2:19][CH2:20][C@H:21]4[CH2:26][CH2:25][C@H:24]([NH:27][C:36](=[O:37])[CH2:35][C@@H:32]5[CH2:33][CH2:34][C@@H:30]([O:29][CH3:28])[CH2:31]5)[CH2:23][CH2:22]4)[CH2:15][CH2:14]3)[C:7]=2[O:6][CH2:5]1 |f:0.1.2.3|. Reactants: solid, Cl.Cl.Cl.O1COC2=C1C=CC=C2N2CCN(CC2)CC[C@@H]2CC[C@H](CC2)N (Trans-4-[2-(4-Benzo[1,3]dioxol-4-yl-piperazin-1-yl)-ethyl]-cyclohexylamine trihydrochloride), Cl.Cl.Cl.O1COC2=C1C=CC=C2N2CCN(CC2)CC[C@@H]2CC[C@H](CC2)N (Trans-4-[2-(4-Benzo[1,3]dioxol-4-yl-piperazin-1-yl)-ethyl]-cyclohexylamine trihydrochloride), CO[C@H]1C[C@@H](CC1)CC(=O)OC (methyl 2-((1R,3R)-3-methoxycyclopentyl)acetate). Procedure details: The title compound, white solid (14 mg, 42%), MS (ISP) m/z=472.6 [(M+H)+], was prepared in accordance with the general method of example 1 from Trans-4-[2-(4-Benzo[1,3]dioxol-4-yl-piperazin-1-yl)-ethyl]-cyclohexylamine hydrochloride (Intermediate A) (25.8 mg, 0.070 mmol) and methyl 2-((1R,3R)-3-methoxycyclopentyl)acetate